From a dataset of the Open Reaction Database (ORD), a public repository of structured organic reaction records. describe an organic reaction: reactants, conditions, products, and yield The reactants are CSC1=NN(C2=CC(=CC=C12)NC(=O)C1CN(C1)C(=O)OC(C)(C)C)C1=CC=CC=C1 (tert-butyl 3-((3-(methylthio)-1-phenyl-1H-indazol-6-yl)carbamoyl)azetidine-1-carboxylate), ClCCl (dichloromethane). Conditions: temperature 0 celsius, time 30 minute. Product: Cl.CSC1=NN(C2=CC(=CC=C12)NC(=O)C1CNC1)C1=CC=CC=C1 (N-(3-(methylthio)-1-phenyl-1H-indazol-6-yl)azetidine-3-carboxamide hydrochloride). Reaction SMILES: [CH3:1][S:2][C:3]1[C:11]2[C:6](=[CH:7][C:8]([NH:12][C:13]([CH:15]3[CH2:18][N:17](C(OC(C)(C)C)=O)[CH2:16]3)=[O:14])=[CH:9][CH:10]=2)[N:5]([C:26]2[CH:31]=[CH:30][CH:29]=[CH:28][CH:27]=2)[N:4]=1.[Cl:32]CCl>>[ClH:32].[CH3:1][S:2][C:3]1[C:11]2[C:6](=[CH:7][C:8]([NH:12][C:13]([CH:15]3[CH2:16][NH:17][CH2:18]3)=[O:14])=[CH:9][CH:10]=2)[N:5]([C:26]2[CH:31]=[CH:30][CH:29]=[CH:28][CH:27]=2)[N:4]=1 |f:2.3|. Procedure: Into a 50-mL 3-necked round-bottom flask, was placed a solution of tert-butyl 3-((3-(methylthio)-1-phenyl-1H-indazol-6-yl)carbamoyl)azetidine-1-carboxylate (105 mg, 0.24 mmol, 1.00 equiv) in dichloromethane (4 mL). The resulting solution was bubbled with HCl (gas) and stirred for 30 min at 0° C. The resulting solids were collected by filtration to yield N-(3-(methylthio)-1-phenyl-1H-indazol-6-yl)azetidine-3-carboxamide hydrochloride as a yellow solid.